This data is from the Open Reaction Database (ORD), a public repository of structured organic reaction records. The task is: describe an organic reaction: reactants, conditions, products, and yield Reactants: C([O-])([O-])=O.[K+].[K+] (potassium carbonate), NC1=CC(=C(C(=O)NCC2CCN(CC2)CCCCN)C=C1Cl)OC (4-Amino-N-(1-(4-aminobutyl)piperidin-4-ylmethyl)-5-chloro-2-methoxybenzamide), C1(=CC=CC2=CC=CC=C12)C(=O)Cl (1-naphthoyl chloride). Solvent: ClCCl (dichloromethane), C(Cl)Cl (methylene chloride). Reaction conditions: time 1 hour. The product is NC1=CC(=C(C(=O)NCC2CCN(CC2)CCCCNC(=O)C2=CC=CC3=CC=CC=C23)C=C1Cl)OC (4-amino-5-chloro-2-methoxy-N-(1-(4-(1-naphthoylamino)butyl)piperidin-4-ylmethyl)benzamide). Reaction SMILES: [NH2:1][C:2]1[C:22]([Cl:23])=[CH:21][C:5]([C:6]([NH:8][CH2:9][CH:10]2[CH2:15][CH2:14][N:13]([CH2:16][CH2:17][CH2:18][CH2:19][NH2:20])[CH2:12][CH2:11]2)=[O:7])=[C:4]([O:24][CH3:25])[CH:3]=1.C(=O)([O-])[O-].[K+].[K+].[C:32]1([C:42](Cl)=[O:43])[C:41]2[C:36](=[CH:37][CH:38]=[CH:39][CH:40]=2)[CH:35]=[CH:34][CH:33]=1>ClCCl>[NH2:1][C:2]1[C:22]([Cl:23])=[CH:21][C:5]([C:6]([NH:8][CH2:9][CH:10]2[CH2:11][CH2:12][N:13]([CH2:16][CH2:17][CH2:18][CH2:19][NH:20][C:42]([C:32]3[C:41]4[C:36](=[CH:37][CH:38]=[CH:39][CH:40]=4)[CH:35]=[CH:34][CH:33]=3)=[O:43])[CH2:14][CH2:15]2)=[O:7])=[C:4]([O:24][CH3:25])[CH:3]=1 |f:1.2.3|. Procedure: 4-Amino-N-(1-(4-aminobutyl)piperidin-4-ylmethyl)-5-chloro-2-methoxybenzamide (0.80 g) was dissolved in dichloromethane (30 ml), and potassium carbonate (0.60 g) was added. Then, a solution of 1-naphthoyl chloride (0.33 ml) in methylene chloride was dropwise added under ice-cooling. The mixture was stirred at room temperature for 1 hr, and the insoluble matter was filtered off. The filtrate was concentrated under reduced pressure. The obtained residue was purified by silica gel chromatography to ... Conditions: temperature 80 celsius, time 24 hour. The reagents and catalysts are [Na].O=S(=O)(O)C1=CC=C(C=C1)C, [K].O=S(=O)(O)OOS(=O)(=O)O, O=C(C=CC1=CC=C(C=C1)C(F)(F)F)C=CC2=CC=C(C=C2)C(F)(F)F, O1B(OC(C)(C)C1(C)C)B2OC(C)(C)C(O2)(C)C, [Pd].O=C(O)C. The yield is 62.0%. Solvent: N#CC. Product: O=C(NC1=C(F)C(F)=C(C(F)=C1F)C(F)(F)F)C2=CC=C(C=C2B3OC(C)(C)C(O3)(C)C)C(F)(F)F. Starting materials: O=C(NC1=C(F)C(F)=C(C(F)=C1F)C(F)(F)F)C2=CC=C(C=C2)C(F)(F)F. Reported procedure: N-(3,3-dimethyl-2,3-dihydro-1H-indol-6-yl)-2-nitro-benzamide (Example 7, Step A)(300 mg, 0.96 mmol) was treated with 4-methyl-piperazine-1-carbonyl chloride (200 mg, 1 mmol) in the presence of DIEA (40 mL) in THF overnight at 65° C. The mixture was partitioned between EtOAc and saturated aqueous NaHCO3. The organic layer was washed with H2O and brine, then dried over Na2SO4. The organic solution was concentrated in vacuo to yield the desired compound. The product is CC1(CN(C2=CC(=CC=C12)NC(C1=C(C=CC=C1)[N+](=O)[O-])=O)C(=O)N1CCN(CC1)C)C (N-[3,3-dimethyl-1-(4-methyl-piperazine-1-carbonyl)-2,3-dihydro-1H-indol-6-yl]-2-nitro-benzamide). Reaction SMILES: [CH3:1][C:2]1([CH3:23])[C:10]2[C:5](=[CH:6][C:7]([NH:11][C:12](=[O:22])[C:13]3[CH:18]=[CH:17][CH:16]=[CH:15][C:14]=3[N+:19]([O-:21])=[O:20])=[CH:8][CH:9]=2)[NH:4][CH2:3]1.[CH3:24][N:25]1[CH2:30][CH2:29][N:28]([C:31](Cl)=[O:32])[CH2:27][CH2:26]1.CCN(C(C)C)C(C)C>C1COCC1>[CH3:1][C:2]1([CH3:23])[C:10]2[C:5](=[CH:6][C:7]([NH:11][C:12](=[O:22])[C:13]3[CH:18]=[CH:17][CH:16]=[CH:15][C:14]=3[N+:19]([O-:21])=[O:20])=[CH:8][CH:9]=2)[N:4]([C:31]([N:28]2[CH2:29][CH2:30][N:25]([CH3:24])[CH2:26][CH2:27]2)=[O:32])[CH2:3]1. Reactants: CC1(CNC2=CC(=CC=C12)NC(C1=C(C=CC=C1)[N+](=O)[O-])=O)C (N-(3,3-dimethyl-2,3-dihydro-1H-indol-6-yl)-2-nitro-benzamide), CN1CCN(CC1)C(=O)Cl (4-methyl-piperazine-1-carbonyl chloride), CCN(C(C)C)C(C)C (DIEA). Solvent: C1CCOC1 (THF). The reactants are NC=1C=NC=CC1N (3,4-diamino-pyridine), C(CCCC)(=O)O (valeric acid). Run at temperature 70 celsius. Yields the product C(CCC)C=1NC2=C(C=NC=C2)N1 (2-butyl-1H-imidazo (4,5-c) pyridine). Yield: 99.6%. As a reaction SMILES: [NH2:1][C:2]1[CH:3]=[N:4][CH:5]=[CH:6][C:7]=1[NH2:8].[C:9](O)(=O)[CH2:10][CH2:11][CH2:12][CH3:13]>>[CH2:10]([C:9]1[NH:8][C:7]2[CH:6]=[CH:5][N:4]=[CH:3][C:2]=2[N:1]=1)[CH2:11][CH2:12][CH3:13]. Procedure: A mixture of 3 g of 3,4-diamino-pyridine and 8.28 g of valeric acid was heated to 70° C. for 18 hours and the reaction medium was chromatographed on silica (eluant: ethyl acetatemethanol (8-2)) to obtain 4.8 g of the expected product which was used as is for the following step. Starting materials: N(=NC(=O)OC(C)C)C(=O)OC(C)C (diisopropyl azodicarboxylate), [N+](=O)([O-])C1=C(C2=C(C=N1)C=CO2)O (6-nitrofuro[3,2-c]pyridin-7-ol), ClC=1C=CC=2N(N1)C(=NN2)[C@H](C)O ((S)-1-(6-chloro-[1,2,4]triazolo[4,3-b]pyridazin-3-yl)-ethanol), C1(=CC=CC=C1)P(C1=CC=CC=C1)C1=CC=CC=C1 (triphenylphosphine). Reagents/catalysts: Cl (HCl), [Fe] (iron). The solvent is C1CCOC1 (THF), CCO (EtOH). Reaction conditions: temperature 40 celsius. Yields the product ClC=1C=CC=2N(N1)C(=NN2)[C@@H](C)OC=2C1=C(C=NC2N)C=CO1 (7-[(1R)-1-(6-chloro[1,2,4]triazolo[4,3-b]pyridazin-3-yl)ethoxy]furo[3,2-c]pyridin-6-amine). RXN SMILES: [N+:1]([C:4]1[N:9]=[CH:8][C:7]2[CH:10]=[CH:11][O:12][C:6]=2[C:5]=1[OH:13])([O-])=O.[Cl:14][C:15]1[CH:16]=[CH:17][C:18]2[N:19]([C:21]([C@@H:24](O)[CH3:25])=[N:22][N:23]=2)[N:20]=1.C1(P(C2C=CC=CC=2)C2C=CC=CC=2)C=CC=CC=1.N(C(OC(C)C)=O)=NC(OC(C)C)=O>Cl.[Fe].CCO.C1COCC1>[Cl:14][C:15]1[CH:16]=[CH:17][C:18]2[N:19]([C:21]([C@H:24]([O:13][C:5]3[C:6]4[O:12][CH:11]=[CH:10][C:7]=4[CH:8]=[N:9][C:4]=3[NH2:1])[CH3:25])=[N:22][N:23]=2)[N:20]=1. Procedure details: To a mixture of 6-nitrofuro[3,2-c]pyridin-7-ol (50.0 mg, 0.278 mmol), (S)-1-(6-chloro-[1,2,4]triazolo[4,3-b]pyridazin-3-yl)-ethanol (110 mg, 0.555 mmol), triphenylphosphine (191 mg, 1.11 mmol) and THF (10 mL) under nitrogen at rt was added diisopropyl azodicarboxylate (0.219 mL, 1.11 mmol) dropwise. The solution was heated to 40° C. for 2 h. The solvent was removed in vacuo, and EtOH (20 mL), iron powder (200 mg, 3 mmol) and conc. HCl (8 drops) were added. The mixture was heated to 75° C. for 1 ... Reactants: BrC1=NN2C(S1)=NC=C2 (2-bromo-imidazo[2,1-b][1,3,4]thiadiazole), FC(C=1C(=NC=C(C1)B1OC(C(O1)(C)C)(C)C)N)(F)F (3-(trifluoromethyl)-5-(4,4,5,5-tetramethyl-1,3,2-dioxaborolan-2-yl)pyridin-2-amine), C(=O)([O-])[O-].[K+].[K+] (K2CO3), N#N (N2). The reagents and catalysts are Cl[Pd]([P](C1=CC=CC=C1)(C2=CC=CC=C2)C3=CC=CC=C3)([P](C4=CC=CC=C4)(C5=CC=CC=C5)C6=CC=CC=C6)Cl (Pd(Ph3P)2Cl2). The solvent is O1CCOCC1 (dioxane). Conditions: temperature 110 celsius. Product: FC(C=1C(=NC=C(C1)C1=NN2C(S1)=NC=C2)N)(F)F (3-(trifluoromethyl)-5-(imidazo[2,1-b][1,3,4]thiadiazol-2-yl)pyridin-2-amine). Yield: 37.2%. Reaction SMILES: Br[C:2]1[S:6][C:5]2=[N:7][CH:8]=[CH:9][N:4]2[N:3]=1.[F:10][C:11]([F:29])([F:28])[C:12]1[C:13]([NH2:27])=[N:14][CH:15]=[C:16](B2OC(C)(C)C(C)(C)O2)[CH:17]=1.C([O-])([O-])=O.[K+].[K+].N#N>Cl[Pd](Cl)([P](C1C=CC=CC=1)(C1C=CC=CC=1)C1C=CC=CC=1)[P](C1C=CC=CC=1)(C1C=CC=CC=1)C1C=CC=CC=1.O1CCOCC1>[F:29][C:11]([F:10])([F:28])[C:12]1[C:13]([NH2:27])=[N:14][CH:15]=[C:16]([C:2]2[S:6][C:5]3=[N:7][CH:8]=[CH:9][N:4]3[N:3]=2)[CH:17]=1 |f:2.3.4,^1:40,59|. Procedure details: A solution of 2-bromo-imidazo[2,1-b][1,3,4]thiadiazole (0.469 g, 2.3 mmol, 1 eq), 3-(trifluoromethyl)-5-(4,4,5,5-tetramethyl-1,3,2-dioxaborolan-2-yl)pyridin-2-amine (1.7 g, 3.5 mmol, 1.5 eq), dioxane (8 mL) and a sat. aq. solution of K2CO3 (1 mL) was degassed (N2, 5 min) at RT. Pd(Ph3P)2Cl2 (0.404 g, 0.250 mmol, 1 eq) was added, and the reaction mixture was heated at 110° C. under N2 for 2 h. The solvent was evaporated, and the residue was taken up in AcOEt and n-BuOH and washed with water. The ... Reactants: Cc1nc(C)c(-c2ccc(B(O)O)cc2)nc1C(N)=O, COCCOC, CCO, [Cl-], CCOC(=O)Cc1cc(Cl)c(OS(=O)(=O)C(F)(F)F)cc1C, [Li+], [Na+], [Na+], O=C([O-])[O-], c1ccc(P(c2ccccc2)(c2ccccc2)[Pd](P(c2ccccc2)(c2ccccc2)c2ccccc2)(P(c2ccccc2)(c2ccccc2)c2ccccc2)P(c2ccccc2)(c2ccccc2)c2ccccc2)cc1. The product is CCOC(=O)Cc1cc(Cl)c(-c2ccc(-c3nc(C(N)=O)c(C)nc3C)cc2)cc1C. As a reaction SMILES: [C:1]([NH2:2])(=[O:3])[c:4]1[c:5]([CH3:20])[n:6][c:7]([CH3:19])[c:8](-[c:10]2[cH:11][cH:12][c:13]([B:16]([OH:17])[OH:18])[cH:14][cH:15]2)[n:9]1.[CH3:51][O:52][CH2:53][CH2:54][O:55][CH3:56].[CH3:57][CH2:58][OH:59].[Cl-:50].[Cl:21][c:22]1[c:23]([O:35][S:36]([C:37]([F:38])([F:39])[F:40])(=[O:41])=[O:42])[cH:24][c:25]([CH3:34])[c:26]([CH2:28][C:29](=[O:30])[O:31][CH2:32][CH3:33])[cH:27]1.[Li+:49].[Na+:43].[Na+:44].[O-:45][C:46](=[O:47])[O-:48].[cH:60]1[cH:61][cH:62][c:63]([P:64]([Pd:65]([P:66]([c:67]2[cH:68][cH:69][cH:70][cH:71][cH:72]2)([c:73]2[cH:74][cH:75][cH:76][cH:77][cH:78]2)[c:79]2[cH:80][cH:81][cH:82][cH:83][cH:84]2)([P:85]([c:86]2[cH:87][cH:88][cH:89][cH:90][cH:91]2)([c:92]2[cH:93][cH:94][cH:95][cH:96][cH:97]2)[c:98]2[cH:99][cH:100][cH:101][cH:102][cH:103]2)[P:104]([c:105]2[cH:106][cH:107][cH:108][cH:109][cH:110]2)([c:111]2[cH:112][cH:113][cH:114][cH:115][cH:116]2)[c:117]2[cH:118][cH:119][cH:120][cH:121][cH:122]2)([c:123]2[cH:124][cH:125][cH:126][cH:127][cH:128]2)[c:129]2[cH:130][cH:131][cH:132][cH:133][cH:134]2)[cH:135][cH:136]1>>[C:1]([NH2:2])(=[O:3])[c:4]1[c:5]([CH3:20])[n:6][c:7]([CH3:19])[c:8](-[c:10]2[cH:11][cH:12][c:13](-[c:23]3[c:22]([Cl:21])[cH:27][c:26]([CH2:28][C:29](=[O:30])[O:31][CH2:32][CH3:33])[c:25]([CH3:34])[cH:24]3)[cH:14][cH:15]2)[n:9]1.